From a dataset of the Open Reaction Database (ORD), a public repository of structured organic reaction records. describe an organic reaction: reactants, conditions, products, and yield The reactants are C(C)OC(=O)C=1C=NN2C1C=C(C=C2C(F)(F)F)C2=CC=C(C=C2)C(F)(F)F (7-Trifluoromethyl-5-(4-trifluoromethyl-phenyl)-pyrazolo[1,5-a]pyridine-3-carboxylic acid ethyl ester), Cl (HCl), O[Li].O (LiOH.H2O), ice water. Run in C1CCOC1 (THF), O (H2O), CO (MeOH). Run at temperature 23 celsius, time 18 hour. Yields the product FC(C1=CC(=CC=2N1N=CC2C(=O)O)C2=CC=C(C=C2)C(F)(F)F)(F)F (7-Trifluoromethyl-5-(4-trifluoromethyl-phenyl)-pyrazolo[1,5-a]pyridine-3-carboxylic acid). Yield: 96.2%. Reaction SMILES: C([O:3][C:4]([C:6]1[CH:7]=[N:8][N:9]2[C:14]([C:15]([F:18])([F:17])[F:16])=[CH:13][C:12]([C:19]3[CH:24]=[CH:23][C:22]([C:25]([F:28])([F:27])[F:26])=[CH:21][CH:20]=3)=[CH:11][C:10]=12)=[O:5])C.O[Li].O.Cl>C1COCC1.CO.O>[F:18][C:15]([F:16])([F:17])[C:14]1[N:9]2[N:8]=[CH:7][C:6]([C:4]([OH:5])=[O:3])=[C:10]2[CH:11]=[C:12]([C:19]2[CH:20]=[CH:21][C:22]([C:25]([F:26])([F:27])[F:28])=[CH:23][CH:24]=2)[CH:13]=1 |f:1.2|. Procedure: To a solution of 7-trifluoromethyl-5-(4-trifluoromethyl-phenyl)-pyrazolo[1,5-a]pyridine-3-carboxylic acid ethyl ester (example C.22 step 7) (1.21 g, 3.0 mmol) in THF (15 mL), MeOH (1.8 mL) and H2O (4.8 mL) was added LiOH.H2O (0.3.8 g, 9.0 mmol) and the reaction mixture was stirred at 23° C. for 18 h. Poured into ice water, adjusted with 1 N HCl to pH 2-3, filtered the precipitate off, washed with H2O and dried at HV to give the title compound as an off-white solid (1.08 g, 96%). MS (ISN) 373 [(M... Starting materials: FC(F)(F)c1cccc(-c2cc(C(F)(F)F)nc(-n3cnc(Br)c3)n2)c1, CC1(C)OB(c2cnc(N)nc2)OC1(C)C. Yields the product Nc1ncc(-c2cn(-c3nc(-c4cccc(C(F)(F)F)c4)cc(C(F)(F)F)n3)cn2)cn1. Reaction SMILES: [Br:1][c:2]1[n:3][cH:4][n:5](-[c:7]2[n:8][c:9]([C:23]([F:24])([F:25])[F:26])[cH:10][c:11](-[c:13]3[cH:14][c:15]([C:19]([F:20])([F:21])[F:22])[cH:16][cH:17][cH:18]3)[n:12]2)[cH:6]1.[NH2:27][c:28]1[n:29][cH:30][c:31]([B:34]2[O:35][C:36]([CH3:37])([CH3:38])[C:39]([CH3:40])([CH3:41])[O:42]2)[cH:32][n:33]1>>[c:2]1(-[c:31]2[cH:30][n:29][c:28]([NH2:27])[n:33][cH:32]2)[n:3][cH:4][n:5](-[c:7]2[n:8][c:9]([C:23]([F:24])([F:25])[F:26])[cH:10][c:11](-[c:13]3[cH:14][c:15]([C:19]([F:20])([F:21])[F:22])[cH:16][cH:17][cH:18]3)[n:12]2)[cH:6]1. Starting materials: FC(C1=NC2=C(N1C1=NC(=NC(=N1)N1CCOCC1)C1CCN(CC1)C(=O)OC(C)(C)C)C=CC=C2OC)F (tert-butyl 4-[4-[2-(difluoromethyl)-4-methoxy-1H-benzimidazol-1-yl]-6-(4-morpholinyl)-1,3,5-triazin-2-yl]-1-piperidine-carboxylate), C(=O)(C(F)(F)F)O (TFA). The solvent is C(Cl)Cl (CH2Cl2). Yields the product FC(C1=NC2=C(N1C1=NC(=NC(=N1)N1CCOCC1)C1CCNCC1)C=CC=C2OC)F (2-(difluoromethyl)-4-methoxy-1-[4-(4-morpholinyl)-6-(4-piperidinyl)-1,3,5-triazin-2-yl]-1H-benzimidazole). Reaction SMILES: [F:1][CH:2]([F:39])[C:3]1[N:7]([C:8]2[N:13]=[C:12]([N:14]3[CH2:19][CH2:18][O:17][CH2:16][CH2:15]3)[N:11]=[C:10]([CH:20]3[CH2:25][CH2:24][N:23](C(OC(C)(C)C)=O)[CH2:22][CH2:21]3)[N:9]=2)[C:6]2[CH:33]=[CH:34][CH:35]=[C:36]([O:37][CH3:38])[C:5]=2[N:4]=1.C(O)(C(F)(F)F)=O>C(Cl)Cl>[F:39][CH:2]([F:1])[C:3]1[N:7]([C:8]2[N:13]=[C:12]([N:14]3[CH2:15][CH2:16][O:17][CH2:18][CH2:19]3)[N:11]=[C:10]([CH:20]3[CH2:21][CH2:22][NH:23][CH2:24][CH2:25]3)[N:9]=2)[C:6]2[CH:33]=[CH:34][CH:35]=[C:36]([O:37][CH3:38])[C:5]=2[N:4]=1. Reported procedure: Reaction of tert-butyl 4-[4-[2-(difluoromethyl)-4-methoxy-1H-benzimidazol-1-yl]-6-(4-morpholinyl)-1,3,5-triazin-2-yl]-1-piperidine-carboxylate (0.23 g, 0.37 mmol) with TFA (0.45 mL) in CH2Cl2 (8 mL) gave 2-(difluoromethyl)-4-methoxy-1-[4-(4-morpholinyl)-6-(4-piperidinyl)-1,3,5-triazin-2-yl]-1H-benzimidazole, which was treated subsequently with methanesulfonyl chloride and Et3N in CH2Cl2. The reaction mixture was purified by chromatography on silica eluting first with hexanes/EtOAc (1:1) and then... The reactants are BrC=1C=CC2=C(C=C(CCO2)C(=O)OC)C1 (methyl 7-bromo-2,3-dihydro-1-benzoxepine-4-carboxylate), B(OC1=CC=C(C=C1)F)([O-])[O-] (4-fluorophenyl borate), C([O-])([O-])=O.[K+].[K+] (potassium carbonate), O (water), tetrakistriphenylphosphine palladium. The solvent is C1(=CC=CC=C1)C (toluene), C(C)O (ethanol), C(C)(=O)OCC (ethyl acetate). Reaction conditions: time 1 hour. The product is FC1=CC=C(C=C1)C=1C=CC2=C(C=C(CCO2)C(=O)OC)C1 (methyl 7-(4-fluorophenyl)-2,3-dihydro-1-benzoxepine-4-carboxylate). Yield: 58.8%. Reaction SMILES: Br[C:2]1[CH:3]=[CH:4][C:5]2[O:11][CH2:10][CH2:9][C:8]([C:12]([O:14][CH3:15])=[O:13])=[CH:7][C:6]=2[CH:16]=1.B([O-])([O-])O[C:19]1[CH:24]=[CH:23][C:22]([F:25])=[CH:21][CH:20]=1.C(=O)([O-])[O-].[K+].[K+].O>C(OCC)(=O)C.C1(C)C=CC=CC=1.C(O)C>[F:25][C:22]1[CH:23]=[CH:24][C:19]([C:2]2[CH:3]=[CH:4][C:5]3[O:11][CH2:10][CH2:9][C:8]([C:12]([O:14][CH3:15])=[O:13])=[CH:7][C:6]=3[CH:16]=2)=[CH:20][CH:21]=1 |f:2.3.4|. Procedure: To methyl 7-bromo-2,3-dihydro-1-benzoxepine-4-carboxylate (500 mg) were added 4-fluorophenyl borate (272 mg), potassium carbonate (537 mg), water (1.5 ml), ethanol (1.5 ml) and toluene (15 ml). Under argon atmosphere, the mixture was stirred at room temperature for 1 hour, and to the mixture was added tetrakistriphenylphosphine palladium (61 mg, 3 mol %). Under argon atmosphere, the mixture was refluxed for 21 hours, and to the mixture was added ethyl acetate (100 ml). The mixture was washed wit... Product: Cl, CC(C)C(CO)(CO)NCc1ccc2ccc3cccc4ccc1c2c34. Reaction SMILES: [C:45]([OH:46])(=[O:47])[CH3:48].[CH3:58][OH:59].[CH3:60][CH2:61][O:62][CH2:63][CH3:64].[ClH:1].[NH2:49][C:50]([CH2:51][OH:52])([CH2:53][OH:54])[CH:55]([CH3:56])[CH3:57].[c:27]1([CH:28]=[O:29])[c:30]2[c:31]3[c:32]4[c:33]([cH:34][cH:35]2)[cH:36][cH:37][cH:38][c:39]4[cH:40][cH:41][c:42]3[cH:43][cH:44]1.[c:2]1([CH2:18][NH:19][C:20]([CH3:21])([CH:22]([OH:23])[CH3:24])[CH2:25][OH:26])[cH:3][cH:4][c:5]2[cH:6][cH:7][c:8]3[cH:9][cH:10][cH:11][c:12]4[cH:13][cH:14][c:15]1[c:16]2[c:17]34>>[ClH:1].[c:2]1([CH2:18][NH:49][C:50]([CH2:51][OH:52])([CH2:53][OH:54])[CH:55]([CH3:56])[CH3:57])[cH:3][cH:4][c:5]2[cH:6][cH:7][c:8]3[cH:9][cH:10][cH:11][c:12]4[cH:13][cH:14][c:15]1[c:16]2[c:17]34. Reactants: CC(=O)O, CO, CCOCC, Cl, CC(C)C(N)(CO)CO, O=Cc1ccc2ccc3cccc4ccc1c2c34, CC(O)C(C)(CO)NCc1ccc2ccc3cccc4ccc1c2c34. The reactants are ClC1=NC2=CC=C(C=C2C=C1C(=O)O)Cl (2,6-dichloroquinoline-3-carboxylic acid), COC1=C(CC(N)C(=O)O)C=CC=C1 (2-methoxy-DL-phenylalanine). RXN SMILES: Cl[C:2]1[C:11]([C:12]([OH:14])=[O:13])=[CH:10][C:9]2[C:4](=[CH:5][CH:6]=[C:7]([Cl:15])[CH:8]=2)[N:3]=1.[CH3:16][O:17][C:18]1[CH:29]=[CH:28][CH:27]=[CH:26][C:19]=1[CH2:20][CH:21]([C:23]([OH:25])=[O:24])[NH2:22]>>[C:23]([CH:21]([NH:22][C:2]1[C:11]([C:12]([OH:14])=[O:13])=[CH:10][C:9]2[C:4](=[CH:5][CH:6]=[C:7]([Cl:15])[CH:8]=2)[N:3]=1)[CH2:20][C:19]1[CH:26]=[CH:27][CH:28]=[CH:29][C:18]=1[O:17][CH3:16])([OH:25])=[O:24]. Product: C(=O)(O)C(CC1=C(C=CC=C1)OC)NC1=NC2=CC=C(C=C2C=C1C(=O)O)Cl (2-[1-Carboxy-2-(2-methoxy-phenyl)-ethylamino]-6-chloro-quinoline-3-carboxylic acid). Procedure: In close analogy to the procedure described in Example 1, 2,6-dichloroquinoline-3-carboxylic acid is reacted with 2-methoxy-DL-phenylalanine to provide the title compound in good yield. Starting materials: Cc1cccc(-c2c[nH]c(C)n2)c1, O=[N+]([O-])O, [Na+], [Na+], O=C([O-])[O-], O, O=S(=O)(O)O. Product: Cc1nc(-c2ccc([N+](=O)[O-])c(C)c2)c[nH]1. As a reaction SMILES: [CH3:5][c:6]1[nH:7][cH:8][c:9](-[c:11]2[cH:12][c:13]([CH3:17])[cH:14][cH:15][cH:16]2)[n:10]1.[N+:1](=[O:2])([OH:3])[O-:4].[Na+:23].[Na+:24].[O-:25][C:26](=[O:27])[O-:28].[OH2:29].[S:18](=[O:19])(=[O:20])([OH:21])[OH:22]>>[N+:1](=[O:2])([O-:4])[c:14]1[c:13]([CH3:17])[cH:12][c:11](-[c:9]2[cH:8][nH:7][c:6]([CH3:5])[n:10]2)[cH:16][cH:15]1.